This data is from the Open Reaction Database (ORD), a public repository of structured organic reaction records. The task is: describe an organic reaction: reactants, conditions, products, and yield Starting materials: CS(C)=O, CC(CCCC1CCCCC1)c1ccc(CCCl)cc1, [O-]Cl, [Na+], N#C[Na], O. Yields the product CC(CCCC1CCCCC1)c1ccc(CCC#N)cc1. Reaction SMILES: [CH3:21][S:22](=[O:23])[CH3:24].[Cl:1][CH2:2][CH2:3][c:4]1[cH:5][cH:6][c:7]([CH:10]([CH2:11][CH2:12][CH2:13][CH:14]2[CH2:15][CH2:16][CH2:17][CH2:18][CH2:19]2)[CH3:20])[cH:8][cH:9]1.[Cl:28][O-:29].[Na+:30].[Na:25][C:26]#[N:27].[OH2:31]>>[CH2:2]([CH2:3][c:4]1[cH:5][cH:6][c:7]([CH:10]([CH2:11][CH2:12][CH2:13][CH:14]2[CH2:15][CH2:16][CH2:17][CH2:18][CH2:19]2)[CH3:20])[cH:8][cH:9]1)[C:26]#[N:27]. Reactants: C(C#C)N (propargylamine), FC(S(=O)(=O)OC)(F)F (methyl trifluoromethanesulfonate), FC(C1=CC=C(C#N)C=C1)(F)F (p-trifluoromethylbenzonitrile), [OH-].[Na+] (sodium hydroxide). Solvent: C(C)#N (acetonitrile), C(C)#N (acetonitrile), C(Cl)Cl (methylene chloride). Conditions: temperature 65 celsius, time 16 hour. The product is CN1C(=NC=C1C)C1=CC=C(C=C1)C(F)(F)F (1,5-dimethyl-2-(4-trifluoromethylphenyl)imidazole). As a reaction SMILES: F[C:2](F)(F)S(OC)(=O)=O.[F:10][C:11]([F:21])([F:20])[C:12]1[CH:19]=[CH:18][C:15]([C:16]#[N:17])=[CH:14][CH:13]=1.[CH2:22]([NH2:25])[C:23]#[CH:24].[OH-].[Na+]>C(#N)C.C(Cl)Cl>[CH3:2][N:17]1[C:23]([CH3:24])=[CH:22][N:25]=[C:16]1[C:15]1[CH:18]=[CH:19][C:12]([C:11]([F:20])([F:21])[F:10])=[CH:13][CH:14]=1 |f:3.4|. Procedure: A mixture of methyl trifluoromethanesulfonate (3.3 ml) and p-trifluoromethylbenzonitrile (5.17 g) was heated at 65° C. for 31/2 hours, then cooled to 5° C. The mixture was then dissolved in 10 ml of acetonitrile, and 2 ml of propargylamine in 10 ml of acetonitrile was added. The mixture was stirred at room temperature for 16 hours, then cooled to 5° C. and 3 ml of concentrated sodium hydroxide added (about 1 equivalent), followed by 40 ml of methylene chloride. The organic layer was separated, t... Starting materials: CO, CCOC(=O)C(C)(C)c1ccc([N+](=O)[O-])cc1. Yields the product CCOC(=O)C(C)(C)c1ccc(N)cc1. As a reaction SMILES: [CH3:18][OH:19].[N+:1]([O-:2])(=[O:3])[c:4]1[cH:5][cH:6][c:7]([C:10]([C:11](=[O:12])[O:13][CH2:14][CH3:15])([CH3:16])[CH3:17])[cH:8][cH:9]1>>[NH2:1][c:4]1[cH:5][cH:6][c:7]([C:10]([C:11](=[O:12])[O:13][CH2:14][CH3:15])([CH3:16])[CH3:17])[cH:8][cH:9]1. The reactants are C[Si](C)(C)C=[N+]=[N-] (Trimethylsilyldiazomethane), ClC1=C(C=CC=C1)N1N=CC=2C1=NC=NC2NCC(=O)O (N-[1-(2-chlorophenyl)-1H-pyrazolo[3,4-d]pyrimidin-4-yl]glycine), O (water). Reagents/catalysts: C(C)(=O)O (acetic acid). Run in C(Cl)Cl (DCM), CO (MeOH), C(Cl)Cl (DCM). The product is ClC1=C(C=CC=C1)N1N=CC=2C1=NC=NC2NCC(=O)OC (methyl N-[1-(2-chlorophenyl)-1H-pyrazolo[3,4-d]pyrimidin-4-yl]glycinate). As a reaction SMILES: [CH3:1][Si](C=[N+]=[N-])(C)C.[Cl:8][C:9]1[CH:14]=[CH:13][CH:12]=[CH:11][C:10]=1[N:15]1[C:19]2=[N:20][CH:21]=[N:22][C:23]([NH:24][CH2:25][C:26]([OH:28])=[O:27])=[C:18]2[CH:17]=[N:16]1.O>C(Cl)Cl.CO.C(O)(=O)C>[Cl:8][C:9]1[CH:14]=[CH:13][CH:12]=[CH:11][C:10]=1[N:15]1[C:19]2=[N:20][CH:21]=[N:22][C:23]([NH:24][CH2:25][C:26]([O:28][CH3:1])=[O:27])=[C:18]2[CH:17]=[N:16]1. Reported procedure: Trimethylsilyldiazomethane (2 M in diethyl ether) was added slowly to a stirred solution of N-[1-(2-chlorophenyl)-1H-pyrazolo[3,4-d]pyrimidin-4-yl]glycine (Step 1) (0.80 g, 2.63 mmol) in DCM (4 mL) and MeOH (1 mL) until a yellow colour persisted. A few drops of acetic acid was added after 1 minute followed by the addition of DCM and water. The two phases were separated and the organic phase was concentrated in vacuo to give the title compound (795 mg), 1H NMR (300 MHz, CD3OD) δ 8.32 (s, 1H), 8.2... Starting materials: C[O-].[Na+] (Sodium methoxide), C(#N)C1=NC=CC=C1 (2-cyanopyridine), [Cl-].[NH4+] (ammonium chloride). Solvent: CO (methanol). Reaction conditions: time 24 hour. Yields the product Cl.N1=C(C=CC=C1)C(=N)N (Picolinamidine hydrochloride). RXN SMILES: C[O-].[Na+].[C:4]([C:6]1[CH:11]=[CH:10][CH:9]=[CH:8][N:7]=1)#[N:5].[Cl-:12].[NH4+:13]>CO>[ClH:12].[N:7]1[CH:8]=[CH:9][CH:10]=[CH:11][C:6]=1[C:4]([NH2:13])=[NH:5] |f:0.1,3.4,6.7|. Reported procedure: Sodium methoxide (2.5 g, 44 mmol) was added to a solution of 2-cyanopyridine (100 g, 0.95 mol) in methanol (1.5 L) under nitrogen. The reaction mixture was stirred at room temperature for 24 hours. Then ammonium chloride (53.5 g, 1 mol) was added. The mixture was stirred at room temperature for 4 h and the solvent was removed in vacuo. The residue was washed with ipropanol/ethyl acetate=1/10 and dried in vacuo to provide the product, 1-1-g, (100 g, 66%).